From a dataset of the Open Reaction Database (ORD), a public repository of structured organic reaction records. describe an organic reaction: reactants, conditions, products, and yield Starting materials: N1=C(N=CC=C1)C=O (2-pyrimidinecarboxaldehyde), O (water), CNC (dimethylamine), [C-]#N.[K+] (potassium cyanide). Run in CCOCC (ether). Run at time 8 hour. The product is CN(C(C#N)C1=NC=CC=N1)C (2-dimethylamino-2-(2-pyrimidyl)acetonitrile). Reaction SMILES: [N:1]1[CH:6]=[CH:5][CH:4]=[N:3][C:2]=1[CH:7]=O.[CH3:9][NH:10][CH3:11].[C-:12]#[N:13].[K+].O>CCOCC>[CH3:9][N:10]([CH3:11])[CH:7]([C:2]1[N:3]=[CH:4][CH:5]=[CH:6][N:1]=1)[C:12]#[N:13] |f:2.3|. Procedure: To 27.0 g. of 2-pyrimidinecarboxaldehyde and 11.3 g. of dimethylamine (neutralized with hydrochloric acid) is added, with stirring and cooling, 17.9 g. of potassium cyanide in a small amount of water. The mixture is allowed to stand overnight and ether is added. Concentrating and distilling the residue gives 2-dimethylamino-2-(2-pyrimidyl)acetonitrile. The product is Cc1cscc1-c1cc(CN(C)C(=O)OC(C)(C)C)cn1S(=O)(=O)c1cccnc1. The reactants are CN(Cc1cc(Br)n(S(=O)(=O)c2cccnc2)c1)C(=O)OC(C)(C)C, Cc1cscc1B(O)O, COCCOC, [Na+], [Na+], O=C([O-])[O-], O, c1ccc(P(c2ccccc2)(c2ccccc2)[Pd](P(c2ccccc2)(c2ccccc2)c2ccccc2)(P(c2ccccc2)(c2ccccc2)c2ccccc2)P(c2ccccc2)(c2ccccc2)c2ccccc2)cc1. Reaction SMILES: [Br:1][c:2]1[cH:3][c:4]([CH2:16][N:17]([C:18]([O:19][C:20]([CH3:21])([CH3:22])[CH3:23])=[O:24])[CH3:25])[cH:5][n:6]1[S:7](=[O:8])(=[O:9])[c:10]1[cH:11][n:12][cH:13][cH:14][cH:15]1.[CH3:26][c:27]1[c:28]([B:32]([OH:33])[OH:34])[cH:29][s:30][cH:31]1.[CH3:41][O:42][CH2:43][CH2:44][O:45][CH3:46].[Na+:35].[Na+:36].[O-:37][C:38](=[O:39])[O-:40].[OH2:47].[cH:48]1[cH:49][cH:50][c:51]([P:52]([Pd:53]([P:54]([c:55]2[cH:56][cH:57][cH:58][cH:59][cH:60]2)([c:61]2[cH:62][cH:63][cH:64][cH:65][cH:66]2)[c:67]2[cH:68][cH:69][cH:70][cH:71][cH:72]2)([P:73]([c:74]2[cH:75][cH:76][cH:77][cH:78][cH:79]2)([c:80]2[cH:81][cH:82][cH:83][cH:84][cH:85]2)[c:86]2[cH:87][cH:88][cH:89][cH:90][cH:91]2)[P:92]([c:93]2[cH:94][cH:95][cH:96][cH:97][cH:98]2)([c:99]2[cH:100][cH:101][cH:102][cH:103][cH:104]2)[c:105]2[cH:106][cH:107][cH:108][cH:109][cH:110]2)([c:111]2[cH:112][cH:113][cH:114][cH:115][cH:116]2)[c:117]2[cH:118][cH:119][cH:120][cH:121][cH:122]2)[cH:123][cH:124]1>>[c:2]1(-[c:28]2[c:27]([CH3:26])[cH:31][s:30][cH:29]2)[cH:3][c:4]([CH2:16][N:17]([C:18]([O:19][C:20]([CH3:21])([CH3:22])[CH3:23])=[O:24])[CH3:25])[cH:5][n:6]1[S:7](=[O:8])(=[O:9])[c:10]1[cH:11][n:12][cH:13][cH:14][cH:15]1. Starting materials: O1C(=CC=C1)C=1OC(=C(N1)COC1=C(C=C(C=O)C=C1)OCOC)C (4-{[2-(2-furyl)-5-methyl-1,3-oxazol-4-yl]methoxy}-3-(methoxymethoxy)benzaldehyde), O (water), C(C)O (ethanol), [BH4-].[Na+] (sodium borohydride). Run in O1CCCC1 (tetrahydrofuran). Reaction conditions: time 2 hour. Yields the product O1C(=CC=C1)C=1OC(=C(N1)COC1=C(C=C(C=C1)CO)OCOC)C ((4-{[2-(2-furyl)-5-methyl-1,3-oxazol-4-yl]methoxy}-3-(methoxymethoxy)phenyl)methanol). Isolated yield 90.5%. RXN SMILES: [O:1]1[CH:5]=[CH:4][CH:3]=[C:2]1[C:6]1[O:7][C:8]([CH3:25])=[C:9]([CH2:11][O:12][C:13]2[CH:20]=[CH:19][C:16]([CH:17]=[O:18])=[CH:15][C:14]=2[O:21][CH2:22][O:23][CH3:24])[N:10]=1.C(O)C.[BH4-].[Na+].O>O1CCCC1>[O:1]1[CH:5]=[CH:4][CH:3]=[C:2]1[C:6]1[O:7][C:8]([CH3:25])=[C:9]([CH2:11][O:12][C:13]2[CH:20]=[CH:19][C:16]([CH2:17][OH:18])=[CH:15][C:14]=2[O:21][CH2:22][O:23][CH3:24])[N:10]=1 |f:2.3|. Procedure details: To a solution of 4-{[2-(2-furyl)-5-methyl-1,3-oxazol-4-yl]methoxy}-3-(methoxymethoxy)benzaldehyde (15.50 g) in tetrahydrofuran (100 mL)-ethanol (50 mL) was gradually added sodium borohydride (1.71 g) at 0° C. After stirring at room temperature for 2 hrs, water was added to the reaction mixture, and the mixture was extracted with ethyl acetate. The organic layer was washed with saturated brine, dried over anhydrous magnesium sulfate and concentrated to give (4-{[2-(2-furyl)-5-methyl-1,3-oxazol-4-... Starting materials: C(CCC)OC1=CC=C(C=C1)C=CC=CC (1-(p-n-butoxyphenyl)-4-methyl-1,3-butadiene), C(\C=C\C#N)#N (fumaronitrile). Product: C(CCC)OC1=CC=C(C=C1)C1=C(C(C#N)=C(C=C1)C)C#N (3-(p-n-butoxyphenyl)-6-methylphthalonitrile). As a reaction SMILES: [CH2:1]([O:5][C:6]1[CH:11]=[CH:10][C:9]([CH:12]=[CH:13][CH:14]=[CH:15][CH3:16])=[CH:8][CH:7]=1)[CH2:2][CH2:3][CH3:4].[C:17](#[N:22])/[CH:18]=[CH:19]/[C:20]#[N:21]>>[CH2:1]([O:5][C:6]1[CH:7]=[CH:8][C:9]([C:12]2[CH:13]=[CH:14][C:15]([CH3:16])=[C:19]([C:20]#[N:21])[C:18]=2[C:17]#[N:22])=[CH:10][CH:11]=1)[CH2:2][CH2:3][CH3:4]. Procedure details: Using 1-(p-n-butoxyphenyl)-4-methyl-1,3-butadiene and fumaronitrile, 3-(p-n-butoxyphenyl)-6-methylphthalonitrile was obtained by the same method as in Example 1. m.p. was 151.5° C. The reactants are OCC(=O)[C@H](O)[C@H](O)CO (ribulose), OCC(=O)[C@@H](O)[C@H](O)CO (xylulose), O=C[C@H](O)[C@@H](O)[C@H](O)CO (xylose). Product: C([C@H](O)[C@@H](O)[C@H](O)CO)O (xylitol). Reaction SMILES: [OH:1][CH2:2][C:3]([C@@H:5]([C@@H:7]([CH2:9][OH:10])[OH:8])[OH:6])=[O:4].OCC([C@H]([C@@H](CO)O)O)=O.O=C[C@@H]([C@H]([C@@H](CO)O)O)O>>[CH2:2]([OH:1])[C@@H:3]([C@H:5]([C@@H:7]([CH2:9][OH:10])[OH:8])[OH:6])[OH:4]. Reported procedure: The xylulose fraction was used in isomerisation to produce xylose and the ribulose fraction was sent back to epimerisation (for xylulose production). The xylose fraction was used in hydrogenation to produce xylitol. The reactants are CCN=C=NCCCN(C)C, CCN(C(C)C)C(C)C, Cl, NCC(=O)N1CCN(C(=O)c2ccccc2C(F)(F)F)CC1, O=C(O)c1cc(-c2ccc3c(c2)OCO3)[nH]n1, CN(C)C=O, O, On1nnc2ccccc21. The product is O=C(NCC(=O)N1CCN(C(=O)c2ccccc2C(F)(F)F)CC1)c1cc(-c2ccc3c(c2)OCO3)[nH]n1. Reaction SMILES: [CH3:37][CH2:38][N:39]=[C:40]=[N:41][CH2:42][CH2:43][CH2:44][N:45]([CH3:46])[CH3:47].[CH:1]([N:2]([CH2:3][CH3:4])[CH:5]([CH3:6])[CH3:7])([CH3:8])[CH3:9].[ClH:48].[NH2:49][CH2:50][C:51](=[O:52])[N:53]1[CH2:54][CH2:55][N:56]([C:59]([c:60]2[c:61]([C:66]([F:67])([F:68])[F:69])[cH:62][cH:63][cH:64][cH:65]2)=[O:70])[CH2:57][CH2:58]1.[O:10]1[CH2:11][O:12][c:13]2[c:14]1[cH:15][cH:16][c:17](-[c:19]1[cH:20][c:21]([C:24](=[O:25])[OH:26])[n:22][nH:23]1)[cH:18]2.[O:71]=[CH:72][N:73]([CH3:74])[CH3:75].[OH2:76].[OH:27][n:28]1[c:29]2[c:30]([cH:31][cH:32][cH:33][cH:34]2)[n:35][n:36]1>>[O:10]1[CH2:11][O:12][c:13]2[c:14]1[cH:15][cH:16][c:17](-[c:19]1[cH:20][c:21]([C:24](=[O:26])[NH:49][CH2:50][C:51](=[O:52])[N:53]3[CH2:54][CH2:55][N:56]([C:59]([c:60]4[c:61]([C:66]([F:67])([F:68])[F:69])[cH:62][cH:63][cH:64][cH:65]4)=[O:70])[CH2:57][CH2:58]3)[n:22][nH:23]1)[cH:18]2. The product is C1(CCCC1)C(=C(C1=CC=CC=C1)C1=CC=C(C=C1)OCC(CO)O)CC (2-cyclopentyl-1-[p-(2,3-dihydroxypropoxy)phenyl]-1-phenyl-1-butene). Run in CC(CC)=O (2-butanone). RXN SMILES: [CH:1]1([C:6]([CH2:21][CH3:22])=[C:7]([C:14]2[CH:19]=[CH:18][C:17]([OH:20])=[CH:16][CH:15]=2)[C:8]2[CH:13]=[CH:12][CH:11]=[CH:10][CH:9]=2)[CH2:5][CH2:4][CH2:3][CH2:2]1.Cl[CH2:24][CH:25]([OH:28])[CH2:26][OH:27].C(=O)([O-])[O-].[K+].[K+]>CC(=O)CC>[CH:1]1([C:6]([CH2:21][CH3:22])=[C:7]([C:14]2[CH:19]=[CH:18][C:17]([O:20][CH2:24][CH:25]([OH:28])[CH2:26][OH:27])=[CH:16][CH:15]=2)[C:8]2[CH:13]=[CH:12][CH:11]=[CH:10][CH:9]=2)[CH2:5][CH2:4][CH2:3][CH2:2]1 |f:2.3.4|. Procedure: 2-cyclopentyl-1-[p-(2,3-dihydroxypropoxy)phenyl]-1-phenyl-1-butene was prepared from pure E- or Z-isomer of 2-cyclopentyl-1-(p-hydroxyphenyl)-1-phenyl-1-butene and 3-chloro-1,2-propandiol in 2-butanone using potassium carbonate as a base (see example 16). In the case of the E-isomer the semisolid product was purified by chromatography over silica gel using methylene chloride as eluent. Starting materials: C1(CCCC1)C(=C(C1=CC=CC=C1)C1=CC=C(C=C1)O)CC (2-cyclopentyl-1-(p-hydroxyphenyl)-1-phenyl-1-butene), ClCC(CO)O (3-chloro-1,2-propandiol), C([O-])([O-])=O.[K+].[K+] (potassium carbonate).